From a dataset of the Open Reaction Database (ORD), a public repository of structured organic reaction records. describe an organic reaction: reactants, conditions, products, and yield Reactants: NC1=CC=C2C=CC=NC2=C1 (7-aminoquinoline), [I-].[Cs+] (CsI), II (iodine), N(=O)OCCC(C)C (isoamyl nitrite), N1=CC=CC2=CC=C(C=C12)B(O)O (Quinolin-7-ylboronic acid). Reagents/catalysts: [Cu]I (CuI). Solvent: COCCOC (DME). Run at temperature 60 celsius. Yields the product IC1=CC=C2C=CC=NC2=C1 (7-iodoquinoline). Reaction SMILES: [N:1]1[C:10]2[C:5](=[CH:6][CH:7]=[C:8](B(O)O)[CH:9]=2)[CH:4]=[CH:3][CH:2]=1.NC1C=C2C(C=CC=N2)=CC=1.[I-:25].[Cs+].II.N(OCCC(C)C)=O>COCCOC.[Cu]I>[I:25][C:8]1[CH:9]=[C:10]2[C:5]([CH:4]=[CH:3][CH:2]=[N:1]2)=[CH:6][CH:7]=1 |f:2.3|. Procedure details: Quinolin-7-ylboronic acid. A mixture of 7-aminoquinoline (4.02 g, 27.9 mmol), CsI (Aldrich, 7.32 g, 28.2 mmol), iodine (Aldrich, 5.71 g, 22.5 mmol), CuI (Aldrich, 2.67 g, 14.0 mmol) and isoamyl nitrite (Aldrich, 22 mL, 19.18 g, 163.7 mmol) in 200 mL DME was heated to 60° C. After 2 h the reaction was cooled to room temperature and filtered. The filtrate was diluted with 300 mL toluene and washed consecutively with 25% NH4OH (2×100 mL), 5% Na2S2O3 (2×100 mL) and 5% NaCl (2×100 mL). The organic so... The reactants are IC1=CC=C(C=C1)C(=O)C1=CC=C(C=C1)OC ((4-iodo-phenyl)-(4-methoxy-phenyl)-methanone), B(Br)(Br)Br (BBr3), ice water. Solvent: C(Cl)Cl (CH2Cl2). Run at time 6 hour. Product: IC1=CC=C(C=C1)C(=O)C1=CC=C(C=C1)O ((4-Iodo-phenyl)-(4-hydroxy-phenyl)-methanone). Yield: 85.0%. Reaction SMILES: [I:1][C:2]1[CH:7]=[CH:6][C:5]([C:8]([C:10]2[CH:15]=[CH:14][C:13]([O:16]C)=[CH:12][CH:11]=2)=[O:9])=[CH:4][CH:3]=1.B(Br)(Br)Br>C(Cl)Cl>[I:1][C:2]1[CH:7]=[CH:6][C:5]([C:8]([C:10]2[CH:15]=[CH:14][C:13]([OH:16])=[CH:12][CH:11]=2)=[O:9])=[CH:4][CH:3]=1. Procedure: To a solution of (4-iodo-phenyl)-(4-methoxy-phenyl)-methanone (1.7 g, 5 mmol in CH2Cl2 (20 mL) was added BBr3 (15 mL, 15 mmol; 1 M in CH2Cl2) at −78° C. The resulting mixture was allowed to warm to rt and stir at rt for 6 h. The mixture was poured onto 50 mL ice-water solution and extracted with CH2Cl2 (3×30 mL). The combined organic layers were washed with water (2×30 mL) and brine (20 mL) and dried over anhy. Na2SO4. The solvent was removed in vacuo to obtain the crude product which was purifi... The reactants are ClC=1C2=C(N=CN1)N(C=C2C(=O)C=2C=C(C=CC2)C2=CC=C(C=C2)N(C)C)C2CCCC2 ((4-Chloro-7-cyclopentyl-7H-pyrrolo[2,3-d]pyrimidin-5-yl)-(4′-dimethylamino-biphenyl-3-yl)-methanone), [NH4+].[OH-] (NH4OH). The solvent is O1CCOCC1 (1,4-dioxane). Product: NC=1C2=C(N=CN1)N(C=C2C(=O)C=2C=C(C=CC2)C2=CC=C(C=C2)N(C)C)C2CCCC2 ((4-Amino-7-cyclopentyl-7H-pyrrolo[2,3-d]pyrimidin-5-yl)-(4′-dimethylamino-biphenyl-3-yl)-methanone). Isolated yield 74.0%. As a reaction SMILES: Cl[C:2]1[C:3]2[C:10]([C:11]([C:13]3[CH:14]=[C:15]([C:19]4[CH:24]=[CH:23][C:22]([N:25]([CH3:27])[CH3:26])=[CH:21][CH:20]=4)[CH:16]=[CH:17][CH:18]=3)=[O:12])=[CH:9][N:8]([CH:28]3[CH2:32][CH2:31][CH2:30][CH2:29]3)[C:4]=2[N:5]=[CH:6][N:7]=1.[NH4+:33].[OH-]>O1CCOCC1>[NH2:33][C:2]1[C:3]2[C:10]([C:11]([C:13]3[CH:14]=[C:15]([C:19]4[CH:24]=[CH:23][C:22]([N:25]([CH3:27])[CH3:26])=[CH:21][CH:20]=4)[CH:16]=[CH:17][CH:18]=3)=[O:12])=[CH:9][N:8]([CH:28]3[CH2:32][CH2:31][CH2:30][CH2:29]3)[C:4]=2[N:5]=[CH:6][N:7]=1 |f:1.2|. Procedure: A solution of (4-Chloro-7-cyclopentyl-7H-pyrrolo[2,3-d]pyrimidin-5-yl)-(4′-dimethylamino-biphenyl-3-yl)-methanone ((40 mg, 0.089 mmol) and NH4OH (2 mL) in 1,4-dioxane (2 mL) was heated to 50° C. in a sealed tube. After 12 h the reaction was concentrated under reduced pressure and purified by flash column chromatography (CH2Cl2/MeOH 95:5) to afford the title compound as a yellow solid (28 mg, 74%). MS: 426.0 (MH+); HPLC Rf: 7.38 min. (HPLC method 4). Starting materials: C(C)(=O)Cl (acetyl chloride), [N+](=O)([O-])C(C(CCC)=O)=C1SCCCN1 (1-nitro-1-(tetrahydro-2H-1,3-thiazin-2-yl-idene)-2-pentanone), [H-].[Na+] (sodium hydride). The solvent is C(OC)COC (monoglyme), C(Cl)(Cl)Cl (chloroform), C(OC)COC (monoglyme), C(OC)COC (monoglyme). Run at time 8 hour. Product: C(C)(=O)N1C(SCCC1)=C[N+](=O)[O-] (3-acetyl-2-nitromethylene-tetrahydro-2-H-1,3-thiazine). Reaction SMILES: [N+:1]([C:4](=[C:10]1[NH:15][CH2:14][CH2:13][CH2:12][S:11]1)C(=O)CCC)([O-:3])=[O:2].[H-].[Na+].[C:18](Cl)(=[O:20])[CH3:19]>C(COC)OC.C(Cl)(Cl)Cl>[C:18]([N:15]1[CH2:14][CH2:13][CH2:12][S:11][C:10]1=[CH:4][N+:1]([O-:3])=[O:2])(=[O:20])[CH3:19] |f:1.2|. Procedure: A solution of 23 g of 1-nitro-1-(tetrahydro-2H-1,3-thiazin-2-yl-idene)-2-pentanone in 200 ml of monoglyme was added dropwise at 0° C. to a suspension of 4.65 g of a 57% sodium hydride/mineral oil dispersion in 100 ml of monoglyme. The stirred mixture was allowed to warm to room temperature and stirred overnight. A solution of 8.2 g of acetyl chloride in 50 ml of monoglyme was added dropwise to the reaction at 0° C. The resulting mixture was stirred for one hour at 0° C., then allowed to warm to ... The reactants are C(=O)(C(=O)OCC)NC1=C(C=C(C2=CC=CC=C12)Br)NC(=O)C(=O)OCC (1,2-diethoxalylamino-4-bromonaphthalene). Solvent: Cl (hydrochloric acid), C(C)(=O)O (acetic acid). Conditions: temperature 25 celsius. Product: BrC=1C2=C(C=3N=C(C(=NC3C1)O)O)C=CC=C2 (6-bromo-2,3-dihydroxybenzo(f)quinoxaline). The yield is 89.6%. RXN SMILES: C([NH:8][C:9]1[C:18]2[C:13](=[CH:14][CH:15]=[CH:16][CH:17]=2)[C:12]([Br:19])=[CH:11][C:10]=1[NH:20][C:21]([C:23]([O:25]CC)=O)=[O:22])(C(OCC)=O)=O>Cl.C(O)(=O)C>[Br:19][C:12]1[C:13]2[CH:14]=[CH:15][CH:16]=[CH:17][C:18]=2[C:9]2[N:8]=[C:23]([OH:25])[C:21]([OH:22])=[N:20][C:10]=2[CH:11]=1. Procedure: A mixture of 2,0 g (4,6 mmol) 1,2-diethoxalylamino-4-bromonaphthalene in 50 ml 2N hydrochloric acid and 25 ml acetic acid was refluxed for 1,5 h. After cooling to 25° C., the precipitate was filtered off. The crude product was recrystallized (dimethylformamide-water) to give 1,2 g (90%) of pure 6-bromo-2,3-dihydroxybenzo(f)quinoxaline. Reactants: CN(C)C=O, O, O=C([O-])O, O=P(Cl)(Cl)Cl, c1ccc(N2CCOCC2)cc1. Yields the product O=Cc1ccc(N2CCOCC2)cc1. As a reaction SMILES: [O:23]=[CH:24][N:25]([CH3:26])[CH3:27].[OH2:18].[OH:19][C:20](=[O:21])[O-:22].[P:13]([Cl:14])([Cl:15])([Cl:16])=[O:17].[c:1]1([N:7]2[CH2:8][CH2:9][O:10][CH2:11][CH2:12]2)[cH:2][cH:3][cH:4][cH:5][cH:6]1>>[c:1]1([N:7]2[CH2:8][CH2:9][O:10][CH2:11][CH2:12]2)[cH:2][cH:3][c:4]([CH:20]=[O:19])[cH:5][cH:6]1. The reactants are ClC1=CC=C(C=C1)C1(CCCC1)C=O (1-(4-chlorophenyl)-cyclopentanecarbaldehyde), C1(=CC=CC=C1)C1(CCCC1)CO ((1-phenyl-cyclopentyl)-methanol). Yields the product ClC1=CC=C(C=C1)C1(CCCC1)CO ([1-(4-chlorophenyl)-cyclopentyl]-methanol). Yield: 37.4%. Reaction SMILES: [Cl:1][C:2]1[CH:7]=[CH:6][C:5]([C:8]2([CH:13]=[O:14])[CH2:12][CH2:11][CH2:10][CH2:9]2)=[CH:4][CH:3]=1.C1(C2(CO)CCCC2)C=CC=CC=1>>[Cl:1][C:2]1[CH:3]=[CH:4][C:5]([C:8]2([CH2:13][OH:14])[CH2:12][CH2:11][CH2:10][CH2:9]2)=[CH:6][CH:7]=1. Reported procedure: [1-(4-chlorophenyl)-cyclopentyl]-methanol (23-02) (25 g, 37.52%) was synthesized from 1-(4-chlorophenyl)-cyclopentanecarbaldehyde (22-02) (66 g, 317.3 mmol) as a colourless liquid following the procedure as described for (1-phenyl-cyclopentyl)-methanol (23-01). Starting materials: ClC(Cl)(Cl)Cl, ClCCl, C=COC=C, O=[N+]([O-])C(F)(CO)[N+](=O)[O-], O, O=C(O)C(F)(F)F. The product is C=COCC(F)([N+](=O)[O-])[N+](=O)[O-]. Reaction SMILES: [C:26]([Cl:27])([Cl:28])([Cl:29])[Cl:30].[CH2:1]([Cl:2])[Cl:3].[CH:4](=[CH2:5])[O:6][CH:7]=[CH2:8].[F:9][C:10]([CH2:11][OH:12])([N+:13](=[O:14])[O-:15])[N+:16](=[O:17])[O-:18].[OH2:31].[OH:19][C:20]([C:21]([F:22])([F:23])[F:24])=[O:25]>>[CH:4](=[CH2:5])[O:12][CH2:11][C:10]([F:9])([N+:13](=[O:14])[O-:15])[N+:16](=[O:17])[O-:18]. Starting materials: [N+](=O)([O-])[O-].[Ca+2].[N+](=O)([O-])[O-] (calcium nitrate), N (Ammonia), P(=O)(O)([O-])[O-].[NH4+].[NH4+] (diammonium hydrogen phosphate), [N+](=O)([O-])[O-].[Ca+2].[N+](=O)([O-])[O-] (calcium nitrate), P(=O)(O)([O-])[O-].[NH4+].[NH4+] (diammonium hydrogen phosphate). Product: [N+](=O)([O-])[O-].[Ca+2].[N+](=O)([O-])[O-] (Calcium nitrate), P(=O)(O)([O-])[O-].[NH4+].[NH4+] (diammonium hydrogen phosphate), P(=O)([O-])([O-])[O-].[Ca+2].P(=O)([O-])([O-])[O-].[Ca+2].[Ca+2] (calcium phosphate). As a reaction SMILES: [N+:1]([O-:4])([O-:3])=[O:2].[Ca+2:5].[N+:6]([O-:9])([O-:8])=[O:7].[P:10]([O-:14])([O-:13])([OH:12])=[O:11].[NH4+:15].[NH4+].N>O>[N+:1]([O-:4])([O-:3])=[O:2].[Ca+2:5].[N+:6]([O-:9])([O-:8])=[O:7].[P:10]([O-:14])([O-:13])([OH:12])=[O:11].[NH4+:15].[NH4+:1].[P:10]([O-:14])([O-:13])([O-:12])=[O:11].[Ca+2:5].[P:10]([O-:14])([O-:13])([O-:12])=[O:11].[Ca+2:5].[Ca+2:5] |f:0.1.2,3.4.5,8.9.10,11.12.13,14.15.16.17.18|. Procedure: HAP-2 (Ca/P=1.65) catalysts were prepared by the precipitation method. Analytical grade calcium nitrate [Ca(NO3)2] and diammonium hydrogen phosphate [(NH4)2HPO4] was used for preparation of catalyst. Calcium nitrate solution (40.12 g in 125 ml water) and diammonium hydrogen phosphate solutions (13.60 g in 125 ml water) were prepared in deionised water. Ammonia gas was passed in both the solutions till pH 10. The calcium nitrate solution was added drop wise with constant stirring to the solution ... Run in O (water).